This data is from the Open Reaction Database (ORD), a public repository of structured organic reaction records. The task is: describe an organic reaction: reactants, conditions, products, and yield Starting materials: O=C(O)c1ccc(Cl)cc1Br, CCOC(C)O, [K+], [K+], Nc1cccc(N)n1, O=C([O-])[O-], O. Yields the product Nc1cccc(Nc2cc(Cl)ccc2C(=O)O)n1. RXN SMILES: [Br:1][c:2]1[c:3]([C:4](=[O:5])[OH:6])[cH:7][cH:8][c:9]([Cl:11])[cH:10]1.[CH2:27]([O:28][CH:29]([OH:30])[CH3:31])[CH3:32].[K+:20].[K+:21].[NH2:12][c:13]1[n:14][c:15]([NH2:19])[cH:16][cH:17][cH:18]1.[O-:22][C:23]([O-:24])=[O:25].[OH2:26]>>[c:2]1([NH:19][c:15]2[n:14][c:13]([NH2:12])[cH:18][cH:17][cH:16]2)[c:3]([C:4](=[O:5])[OH:6])[cH:7][cH:8][c:9]([Cl:11])[cH:10]1. Reactants: CN(C=O)C (dimethylformamide), ClC1=C(C(=O)O)C=C(C=C1)[N+](=O)[O-] (2-chloro-5-nitrobenzoic acid), ClCCl (dichloromethane), C(C(=O)Cl)(=O)Cl (oxalyl chloride). Reaction conditions: temperature 25 celsius, time 3 hour. Product: ClC1=C(C(=O)N)C=C(C=C1)[N+](=O)[O-] (2-Chloro-5-nitrobenzamide). Reaction SMILES: [Cl:1][C:2]1[CH:10]=[CH:9][C:8]([N+:11]([O-:13])=[O:12])=[CH:7][C:3]=1[C:4](O)=[O:5].ClCCl.C(Cl)(=O)C(Cl)=O.C[N:24](C)C=O>>[Cl:1][C:2]1[CH:10]=[CH:9][C:8]([N+:11]([O-:13])=[O:12])=[CH:7][C:3]=1[C:4]([NH2:24])=[O:5]. Procedure: A mixture of 2-chloro-5-nitrobenzoic acid (15.0 g, 74.0 mmol) and 200 mL of dichloromethane was reacted with oxalyl chloride (16.2 mL, 186.0 mmol) and a catalytic amount of dimethylformamide. The mixture was stirred at 25° C. for 3 hours. The solvent was removed in vacuo, and the residue was redissolved in 200 mL of dichloromethane. The solution was cooled to 0° C., and ammonia was bubbled through the cold solution for 5 minutes, whereupon the product precipitated to form solution. The product w... Starting materials: CO, [Li+], [OH-], O, O, COC(=O)c1ccc(-n2cccn2)cc1. Yields the product O=C(O)c1ccc(-n2cccn2)cc1. Reaction SMILES: [CH3:20][OH:21].[Li+:19].[OH-:18].[OH2:16].[OH2:17].[n:1]1(-[c:6]2[cH:7][cH:8][c:9]([C:10](=[O:11])[O:12][CH3:13])[cH:14][cH:15]2)[n:2][cH:3][cH:4][cH:5]1>>[n:1]1(-[c:6]2[cH:7][cH:8][c:9]([C:10](=[O:11])[OH:12])[cH:14][cH:15]2)[n:2][cH:3][cH:4][cH:5]1. The reactants are ClC=1C(=NC(=C(C#N)C1)OCCCC(C)=O)Cl (5,6-dichloro-2-(4-oxopentyloxy)nicotinonitrile), B1(OCC2=C1C=CC(=C2)O)O (benzo[c][1,2]oxaborole-1,5(3H)-diol), C(=O)([O-])[O-].[Cs+].[Cs+] (Cs2CO3). The solvent is CS(=O)C (DMSO). Reaction conditions: temperature 40 celsius, time 2 hour. Product: ClC=1C(=NC(=C(C#N)C1)OCCCC(C)=O)OC1=CC2=C(B(OC2)O)C=C1 (5-Chloro-6-(1-hydroxy-1,3-dihydrobenzo[c][1,2]oxaborol-5-yloxy)-2-(4-oxopentyloxy)nicotinonitrile). RXN SMILES: [Cl:1][C:2]1[C:3](Cl)=[N:4][C:5]([O:10][CH2:11][CH2:12][CH2:13][C:14](=[O:16])[CH3:15])=[C:6]([CH:9]=1)[C:7]#[N:8].[B:18]1([OH:28])[C:22]2[CH:23]=[CH:24][C:25]([OH:27])=[CH:26][C:21]=2[CH2:20][O:19]1.C([O-])([O-])=O.[Cs+].[Cs+]>CS(C)=O>[Cl:1][C:2]1[C:3]([O:27][C:25]2[CH:24]=[CH:23][C:22]3[B:18]([OH:28])[O:19][CH2:20][C:21]=3[CH:26]=2)=[N:4][C:5]([O:10][CH2:11][CH2:12][CH2:13][C:14](=[O:16])[CH3:15])=[C:6]([CH:9]=1)[C:7]#[N:8] |f:2.3.4|. Reported procedure: Into a 250-mL 3-necked round-bottom flask purged and maintained with an inert atmosphere of nitrogen were placed a solution of 5,6-dichloro-2-(4-oxopentyloxy)nicotinonitrile (1.12 g, 4.12 mmol, 1.00 equiv) in DMSO (50 mL), benzo[c][1,2]oxaborole-1,5(3H)-diol (650 mg, 4.33 mmol, 1.05 equiv) and Cs2CO3 (1.60 g, 4.92 mmol, 1.20 equiv). The resulting solution was stirred for 2 h at 40° C., then quenched by the addition of 100 mL of ice water. The resulting solution was extracted with 3×50 mL of ethy... The reactants are OC1=CC=CC=2NN=NC21 (Hydroxybenzotriazole), C(C1=CC=CC=C1)(=O)O (benzoic acid), CC(N=C=NC(C)C)C (DIC). The reagents and catalysts are CN(C)C=1C=CN=CC1 (DMAP). The solvent is CN(C)C=O.C(Cl)Cl (DMF CH2Cl2). Conditions: time 5 hour. Product: N1(N=NC2=C1C=CC=C2)OC(C2=CC=CC=C2)=O (benzoic acid benzotriazol-1-yl ester). Reaction SMILES: O[C:2]1[C:10]2[N:9]=[N:8][NH:7][C:6]=2[CH:5]=[CH:4][CH:3]=1.[C:11]([OH:19])(=[O:18])[C:12]1[CH:17]=[CH:16][CH:15]=[CH:14][CH:13]=1.CC(C)N=C=NC(C)C>CN(C1C=CN=CC=1)C.CN(C=O)C.C(Cl)Cl>[N:9]1([O:19][C:11](=[O:18])[C:12]2[CH:17]=[CH:16][CH:15]=[CH:14][CH:13]=2)[C:10]2[CH:2]=[CH:3][CH:4]=[CH:5][C:6]=2[N:7]=[N:8]1 |f:4.5|. Reported procedure: Hydroxybenzotriazole resin (0.107 g, 0.196 mmol) was treated with benzoic acid (0.12 g, 0.982 mmol, 5 eq), DIC (0.152 mL, 0.982 mmol, 5 eq) and DMAP (0.024 g, 0.196 mmol, 1 eq) in DMF-CH2Cl2 (1:1) and shaken for 5 h. The mixture was filtered and the resin was washed with DMF (10×5 mL) and CH2Cl2 (10×5 mL) to give resin-supported benzoic acid benzotriazol-1-yl ester. To a suspension of the resin-ester (0.196 mmol, 1.5 eq) in CH2Cl2 (2 mL) were added i-Pr2NEt (0.033 mL, 0.196 mmol, 1.5 eq) and 2-a... Starting materials: CCCCc1cn(C(C)(C)C)sc1=NC(=O)C1(C)CCC(C(=O)O)C1(C)C, NCC1CCCO1. The product is CCCCc1cn(C(C)(C)C)sc1=NC(=O)C1(C)CCC(C(=O)NCC2CCCO2)C1(C)C. As a reaction SMILES: [CH2:1]([CH2:2][CH2:3][CH3:4])[c:5]1[cH:6][n:7]([C:24]([CH3:25])([CH3:26])[CH3:27])[s:8][c:9]1=[N:10][C:11](=[O:12])[C:13]1([CH3:23])[C:14]([CH3:21])([CH3:22])[CH:15]([C:18](=[O:19])[OH:20])[CH2:16][CH2:17]1.[O:28]1[CH:29]([CH2:33][NH2:34])[CH2:30][CH2:31][CH2:32]1>>[CH2:1]([CH2:2][CH2:3][CH3:4])[c:5]1[cH:6][n:7]([C:24]([CH3:25])([CH3:26])[CH3:27])[s:8][c:9]1=[N:10][C:11](=[O:12])[C:13]1([CH3:23])[C:14]([CH3:21])([CH3:22])[CH:15]([C:18](=[O:19])[NH:34][CH2:33][CH:29]2[O:28][CH2:32][CH2:31][CH2:30]2)[CH2:16][CH2:17]1.